From a dataset of the Open Reaction Database (ORD), a public repository of structured organic reaction records. describe an organic reaction: reactants, conditions, products, and yield Reactants: P(=O)(Cl)(Cl)Cl (phosphorus oxychloride), CN(C=O)C (dimethylformamide), C1(=CC=CC=C1)N1N=C(C=C1C1=CC=CC=C1)C1=CC=CC=C1 (1,3,5-triphenyl-pyrazol). Run at time 1 hour. The product is C1(=CC=CC=C1)N1N=C(C(=C1C1=CC=CC=C1)C=O)C1=CC=CC=C1 (1,3,5-triphenyl-pyrazol-4-aldehyde). Isolated yield 80.4%. As a reaction SMILES: P(Cl)(Cl)(Cl)=O.[C:6]1([N:12]2[C:16]([C:17]3[CH:22]=[CH:21][CH:20]=[CH:19][CH:18]=3)=[CH:15][C:14]([C:23]3[CH:28]=[CH:27][CH:26]=[CH:25][CH:24]=3)=[N:13]2)[CH:11]=[CH:10][CH:9]=[CH:8][CH:7]=1.CN(C)[CH:31]=[O:32]>>[C:6]1([N:12]2[C:16]([C:17]3[CH:22]=[CH:21][CH:20]=[CH:19][CH:18]=3)=[C:15]([CH:31]=[O:32])[C:14]([C:23]3[CH:28]=[CH:27][CH:26]=[CH:25][CH:24]=3)=[N:13]2)[CH:11]=[CH:10][CH:9]=[CH:8][CH:7]=1. Procedure details: 32 grams phosphorus oxychloride were added dropwise at 0°-5° C. to 75 grams dimethylformamide. The mixture was thereafter stirred for 1 hours at room temperature. Thereafter, 25 grams 1,3,5-triphenyl-pyrazol were added to the mixture, which was then stirred for 8 hours at 80° C. The reaction mixture, which was evaporated and water added to the residue. The pH of the aqueous mixture was adjusted to 8-10. The precipitate was separated and crystallized from ethanol. 22 grams 1,3,5-triphenyl-pyrazol... Reactants: O=C([O-])[O-], CCCCc1ccc(O)cc1OC(C)(C)C(=O)OCC, CCCCc1ccc(OCCc2nc(-c3ccccc3)oc2C)cc1OC(C)(C)C(=O)OCC, Cc1ccc(S(=O)(=O)OCCc2nc(-c3ccccc3)oc2C)cc1, CCO, [K+], [K+]. The product is CCCCc1ccc(OCCc2nc(-c3ccccc3)oc2C)cc1OC(C)(C)C(=O)O. As a reaction SMILES: [C:46](=[O:47])([O-:48])[O-:49].[CH2:1]([O:2][C:3](=[O:4])[C:5]([O:6][c:7]1[cH:8][c:9]([OH:10])[cH:11][cH:12][c:13]1[CH2:14][CH2:15][CH2:16][CH3:17])([CH3:18])[CH3:19])[CH3:20].[CH2:52]([CH3:53])[O:54][C:55]([C:56]([CH3:57])([CH3:58])[O:59][c:60]1[c:61]([CH2:81][CH2:82][CH2:83][CH3:84])[cH:62][cH:63][c:64]([O:66][CH2:67][CH2:68][c:69]2[n:70][c:71](-[c:75]3[cH:76][cH:77][cH:78][cH:79][cH:80]3)[o:72][c:73]2[CH3:74])[cH:65]1)=[O:85].[CH3:21][c:22]1[o:23][c:24](-[c:25]2[cH:26][cH:27][cH:28][cH:29][cH:30]2)[n:31][c:32]1[CH2:33][CH2:34][O:35][S:36]([c:37]1[cH:38][cH:39][c:40]([CH3:41])[cH:42][cH:43]1)(=[O:44])=[O:45].[CH3:86][CH2:87][OH:88].[K+:50].[K+:51]>>[O:54]=[C:55]([C:56]([CH3:57])([CH3:58])[O:59][c:60]1[c:61]([CH2:81][CH2:82][CH2:83][CH3:84])[cH:62][cH:63][c:64]([O:66][CH2:67][CH2:68][c:69]2[n:70][c:71](-[c:75]3[cH:76][cH:77][cH:78][cH:79][cH:80]3)[o:72][c:73]2[CH3:74])[cH:65]1)[OH:85]. Reactants: CCOC(=O)c1csc(-c2ncc[nH]2)n1, CO, N. Product: NC(=O)c1csc(-c2ncc[nH]2)n1. RXN SMILES: [CH2:1]([O:3][C:4](=[O:2])[c:6]1[n:7][c:8](-[c:11]2[nH:12][cH:13][cH:14][n:15]2)[s:9][cH:10]1)[CH3:5].[CH3:17][OH:18].[NH3:16]>>[O:3]=[C:4]([c:6]1[n:7][c:8](-[c:11]2[n:12][cH:13][cH:14][nH:15]2)[s:9][cH:10]1)[NH2:16]. Run at time 5 hour. Reaction SMILES: [O:1]1[CH2:6][CH2:5][CH:4]([CH2:7][CH2:8][OH:9])[CH2:3][CH2:2]1.[Cr](Cl)([O-])(=O)=O.[NH+]1C=CC=CC=1>ClCCl>[O:1]1[CH2:6][CH2:5][CH:4]([CH2:7][CH:8]=[O:9])[CH2:3][CH2:2]1 |f:1.2|. Yields the product O1CCC(CC1)CC=O ((tetrahydro-pyran-4-yl)-acetaldehyde). Starting materials: O1CCC(CC1)CCO (2-(tetrahydro-pyran-4-yl)-ethanol), [Cr](=O)(=O)([O-])Cl.[NH+]1=CC=CC=C1 (pyridinium chlorochromate). The solvent is ClCCl (dichloromethane). Procedure details: To a solution of 2-(tetrahydro-pyran-4-yl)-ethanol (13 g, 0.1 mol) in dichloromethane (150 mL) was added pyridinium chlorochromate (43 g, 0.2 mol) portion-wise at room temperature. The dark suspension was stirred at room temperature for 5 h. The reaction mixture was filtered through a short pad of silica gel. The filtrate was concentrated in vacuo to afford (tetrahydro-pyran-4-yl)-acetaldehyde (6.5 g, 50%) as a yellow oil which was used in the next step without purification. The yield is 50.7%. Reactants: C1COCCO1, CCN(CC)C(=O)c1cccnc1Cl, ClCCl, [H-], Cc1ccccc1N, [Na+]. The product is CCN(CC)C(=O)c1cccnc1Nc1ccccc1C. Reaction SMILES: [CH2:25]1[O:26][CH2:27][CH2:28][O:29][CH2:30]1.[Cl:1][c:2]1[c:3]([C:4](=[O:5])[N:6]([CH2:7][CH3:8])[CH2:9][CH3:10])[cH:11][cH:12][cH:13][n:14]1.[Cl:31][CH2:32][Cl:33].[H-:23].[NH2:15][c:16]1[c:17]([CH3:22])[cH:18][cH:19][cH:20][cH:21]1.[Na+:24]>>[c:2]1([NH:15][c:16]2[c:17]([CH3:22])[cH:18][cH:19][cH:20][cH:21]2)[c:3]([C:4](=[O:5])[N:6]([CH2:7][CH3:8])[CH2:9][CH3:10])[cH:11][cH:12][cH:13][n:14]1. As a reaction SMILES: [F:35][c:36]1[n:37][cH:38][cH:39][cH:40][cH:41]1.[H-:33].[Na+:34].[O:42]=[CH:43][N:44]([CH3:45])[CH3:46].[OH:1][CH2:2][CH:3]1[CH2:4][CH:5]([O:7][c:8]2[cH:9][cH:10][c:11](-[n:14]3[cH:15][n:16][c:17]4[c:18]3[cH:19][cH:20][c:21]([C:23](=[O:24])[NH:25][CH2:26][c:27]3[cH:28][n:29][cH:30][cH:31][cH:32]3)[cH:22]4)[cH:12][cH:13]2)[CH2:6]1>>[O:1]([CH2:2][CH:3]1[CH2:4][CH:5]([O:7][c:8]2[cH:9][cH:10][c:11](-[n:14]3[cH:15][n:16][c:17]4[c:18]3[cH:19][cH:20][c:21]([C:23](=[O:24])[NH:25][CH2:26][c:27]3[cH:28][n:29][cH:30][cH:31][cH:32]3)[cH:22]4)[cH:12][cH:13]2)[CH2:6]1)[c:36]1[n:37][cH:38][cH:39][cH:40][cH:41]1. Yields the product O=C(NCc1cccnc1)c1ccc2c(c1)ncn2-c1ccc(OC2CC(COc3ccccn3)C2)cc1. Starting materials: Fc1ccccn1, [H-], [Na+], CN(C)C=O, O=C(NCc1cccnc1)c1ccc2c(c1)ncn2-c1ccc(OC2CC(CO)C2)cc1. The reactants are BrCCCc1ccccc1, CC(=O)NC1c2ccccc2-c2[nH]c(=O)c3nccn3c21, CS(C)=O, CCOC(C)=O, CC(=O)O, [H-], [Na+], O. The product is CC(=O)NC1(CCCc2ccccc2)c2ccccc2-c2[nH]c(=O)c3nccn3c21. Reaction SMILES: [Br:28][CH2:29][CH2:30][CH2:31][c:32]1[cH:33][cH:34][cH:35][cH:36][cH:37]1.[C:1]([CH3:2])(=[O:3])[NH:4][CH:5]1[c:6]2[cH:7][cH:8][cH:9][cH:10][c:11]2-[c:12]2[nH:13][c:14](=[O:21])[c:15]3[n:16]([c:17]21)[cH:18][cH:19][n:20]3.[CH3:22][S:23](=[O:24])[CH3:25].[CH3:38][CH2:39][O:40][C:41](=[O:42])[CH3:43].[CH3:44][C:45](=[O:46])[OH:47].[H-:26].[Na+:27].[OH2:48]>>[C:1]([CH3:2])(=[O:3])[NH:4][C:5]1([CH2:29][CH2:30][CH2:31][c:32]2[cH:33][cH:34][cH:35][cH:36][cH:37]2)[c:6]2[cH:7][cH:8][cH:9][cH:10][c:11]2-[c:12]2[nH:13][c:14](=[O:21])[c:15]3[n:16]([c:17]21)[cH:18][cH:19][n:20]3.